From a dataset of the Open Reaction Database (ORD), a public repository of structured organic reaction records. describe an organic reaction: reactants, conditions, products, and yield Starting materials: [OH-].[K+] (potassium hydroxide), ClC1=NC(=CC(=C1)C(F)(F)F)COCC1(CCN(CC1)C)C1=CC=C(C=C1)F (2-chloro-6-(((4-(4-fluorophenyl)-1-methylpiperidin-4-yl)methoxy)methyl)-4-(trifluoromethyl)pyridine), C(=O)(C(F)(F)F)O (TFA), tetrakis(triphenylphsophine)palladium(O), CB1OB(OB(O1)C)C (2,4,6-trimethyl-1,3,5,2,4,6-trioxatriborinane). Run in C(C)(=O)OCC (ethyl acetate), O1CCCC1 (tetrahydrofuran). Run at temperature 100 celsius. Yields the product FC1=CC=C(C=C1)C1(CCN(CC1)C)COCC1=NC(=CC(=C1)C(F)(F)F)C (2-(((4-(4-fluorophenyl)-1-methylpiperidin-4-yl)methoxy)methyl)-6-methyl-4-(trifluoromethyl)pyridine). Yield: 39.6%. Reaction SMILES: Cl[C:2]1[CH:7]=[C:6]([C:8]([F:11])([F:10])[F:9])[CH:5]=[C:4]([CH2:12][O:13][CH2:14][C:15]2([C:22]3[CH:27]=[CH:26][C:25]([F:28])=[CH:24][CH:23]=3)[CH2:20][CH2:19][N:18]([CH3:21])[CH2:17][CH2:16]2)[N:3]=1.[CH3:29]B1OB(C)OB(C)O1.[OH-].[K+].C(O)(C(F)(F)F)=O>O1CCCC1.C(OCC)(=O)C>[F:28][C:25]1[CH:26]=[CH:27][C:22]([C:15]2([CH2:14][O:13][CH2:12][C:4]3[CH:5]=[C:6]([C:8]([F:11])([F:10])[F:9])[CH:7]=[C:2]([CH3:29])[N:3]=3)[CH2:20][CH2:19][N:18]([CH3:21])[CH2:17][CH2:16]2)=[CH:23][CH:24]=1 |f:2.3|. Procedure details: 2-chloro-6-(((4-(4-fluorophenyl)-1-methylpiperidin-4-yl)methoxy)methyl)-4-(trifluoromethyl)pyridine (80 mg, 0.192 mmol), tetrakis(triphenylphsophine)palladium(O) (22.18 mg, 0.019 mmol), and 2,4,6-trimethyl-1,3,5,2,4,6-trioxatriborinane (72.3 mg, 0.576 mmol) were combined in tetrahydrofuran (1.5 mL). The reaction was then treated with potassium hydroxide (0.392 ml, 0.392 mmol) and heated to 100° C. for 2 hours. After cooling, the solution was diluted with ethyl acetate (25 mL), washed with water ...